This data is from the Open Reaction Database (ORD), a public repository of structured organic reaction records. The task is: describe an organic reaction: reactants, conditions, products, and yield Starting materials: IC1=C(C=C(C(=C1)OC)OC(C)C)C(CC)=O (2′-Iodo-5′-isopropoxy-4′-methoxypropiophenone). Run in C(C)(=O)OCC.CCCCCC (ethyl acetate hexane). Product: OC=1C(=CC(=C(C1)C(CC)=O)I)OC (5′-Hydroxy-2′-iodo-4′-methoxypropiophenone). Reaction SMILES: [I:1][C:2]1[CH:7]=[C:6]([O:8][CH3:9])[C:5]([O:10]C(C)C)=[CH:4][C:3]=1[C:14](=[O:17])[CH2:15][CH3:16]>C(OCC)(=O)C.CCCCCC>[OH:10][C:5]1[C:6]([O:8][CH3:9])=[CH:7][C:2]([I:1])=[C:3]([C:14](=[O:17])[CH2:15][CH3:16])[CH:4]=1 |f:1.2|. Reported procedure: Concentration of fraction B (Rf 0.7 in 1:1 v/v ethyl acetate/hexane) afforded the starting ether 11 (98 mg, 21% recovery) as a pale-yellow oil that was identical, as judged by 1H NMR spectroscopic analysis, with authentic material. The reactants are O=C(O)C(=O)N1CCC(Cc2ccccc2)CC1, CCOCC, Nc1ccc2c(c1)CCC2. The product is O=C(Nc1ccc2c(c1)CCC2)C(=O)N1CCC(Cc2ccccc2)CC1. As a reaction SMILES: [CH2:1]([c:2]1[cH:3][cH:4][cH:5][cH:6][cH:7]1)[CH:8]1[CH2:9][CH2:10][N:11]([C:14]([C:15](=[O:16])[OH:17])=[O:18])[CH2:12][CH2:13]1.[CH2:29]([O:30][CH2:31][CH3:32])[CH3:33].[NH2:19][c:20]1[cH:21][c:22]2[c:26]([cH:27][cH:28]1)[CH2:25][CH2:24][CH2:23]2>>[CH2:1]([c:2]1[cH:3][cH:4][cH:5][cH:6][cH:7]1)[CH:8]1[CH2:9][CH2:10][N:11]([C:14]([C:15](=[O:17])[NH:19][c:20]2[cH:21][c:22]3[c:26]([cH:27][cH:28]2)[CH2:25][CH2:24][CH2:23]3)=[O:18])[CH2:12][CH2:13]1. The reactants are OBO, O=C([O-])[O-], [Cl-], CC(C)c1c(C(=O)NCc2ccc(F)c(F)c2)c2ccc(OS(=O)(=O)C(F)(F)F)cc2n1Cc1ccccn1, [Li+], [Na+], [Na+], c1ccc(P(c2ccccc2)(c2ccccc2)[Pd](P(c2ccccc2)(c2ccccc2)c2ccccc2)(P(c2ccccc2)(c2ccccc2)c2ccccc2)P(c2ccccc2)(c2ccccc2)c2ccccc2)cc1, c1cn[nH]c1. The product is CC(C)c1c(C(=O)NCc2ccc(F)c(F)c2)c2ccc(-c3ccn[nH]3)cc2n1Cc1ccccn1. As a reaction SMILES: [BH:40]([OH:41])[OH:42].[C:50](=[O:51])([O-:52])[O-:53].[Cl-:48].[F:1][C:2]([F:3])([F:4])[S:5]([O:6][c:7]1[cH:8][cH:9][c:10]2[c:11]([C:26]([NH:27][CH2:28][c:29]3[cH:30][c:31]([F:36])[c:32]([F:35])[cH:33][cH:34]3)=[O:37])[c:12]([CH:23]([CH3:24])[CH3:25])[n:13]([CH2:16][c:17]3[n:18][cH:19][cH:20][cH:21][cH:22]3)[c:14]2[cH:15]1)(=[O:38])=[O:39].[Li+:49].[Na+:54].[Na+:55].[cH:56]1[cH:57][cH:58][c:59]([P:60]([Pd:61]([P:62]([c:63]2[cH:64][cH:65][cH:66][cH:67][cH:68]2)([c:69]2[cH:70][cH:71][cH:72][cH:73][cH:74]2)[c:75]2[cH:76][cH:77][cH:78][cH:79][cH:80]2)([P:81]([c:82]2[cH:83][cH:84][cH:85][cH:86][cH:87]2)([c:88]2[cH:89][cH:90][cH:91][cH:92][cH:93]2)[c:94]2[cH:95][cH:96][cH:97][cH:98][cH:99]2)[P:100]([c:101]2[cH:102][cH:103][cH:104][cH:105][cH:106]2)([c:107]2[cH:108][cH:109][cH:110][cH:111][cH:112]2)[c:113]2[cH:114][cH:115][cH:116][cH:117][cH:118]2)([c:119]2[cH:120][cH:121][cH:122][cH:123][cH:124]2)[c:125]2[cH:126][cH:127][cH:128][cH:129][cH:130]2)[cH:131][cH:132]1.[nH:43]1[n:44][cH:45][cH:46][cH:47]1>>[c:7]1(-[c:45]2[nH:44][n:43][cH:47][cH:46]2)[cH:8][cH:9][c:10]2[c:11]([C:26]([NH:27][CH2:28][c:29]3[cH:30][c:31]([F:36])[c:32]([F:35])[cH:33][cH:34]3)=[O:37])[c:12]([CH:23]([CH3:24])[CH3:25])[n:13]([CH2:16][c:17]3[n:18][cH:19][cH:20][cH:21][cH:22]3)[c:14]2[cH:15]1. Reactants: ClC=1C(=C(C=CC1)[C@H]1[C@@H](N[C@H]([C@]1(C#N)C1=C(C=C(C=C1)Cl)F)CC(C)(C)C)C(=O)NC1=C(C=C(C(=O)O)C=C1)OC)F (4-((2R,3S,4R,5S)-3-(3-chloro-2-fluorophenyl)-4-(4-chloro-2-fluorophenyl)-4-cyano-5-neopentylpyrrolidine-2-carboxamido)-3-methoxybenzoic acid), C([O-])([O-])=O.[Cs+].[Cs+] (cesium carbonate), P(=O)(OC(C)(C)C)(OC(C)(C)C)OCCl (di-tert-butyl chloromethyl phosphate). The solvent is CN(C=O)C (dimethylformamide), CN(C=O)C (dimethylformamide). Conditions: time 3 hour. The product is C(C)(C)(C)OP(=O)(OCOC(C1=CC(=C(C=C1)NC(=O)[C@@H]1N[C@H]([C@]([C@H]1C1=C(C(=CC=C1)Cl)F)(C#N)C1=C(C=C(C=C1)Cl)F)CC(C)(C)C)OC)=O)OC(C)(C)C (4-{[(2R,3S,4R,5S)-3-(3-chloro-2-fluoro-phenyl)-4-(4-chloro-2-fluoro-phenyl)-4-cyano-5-(2,2-dimethyl-propyl)-pyrrolidine-2-carbonyl]-amino}-3-methoxy-benzoic acid di-tert-butoxy-phosphoryloxymethyl ester). Isolated yield 70.7%. As a reaction SMILES: [Cl:1][C:2]1[C:3]([F:42])=[C:4]([C@@H:8]2[C@:12]([C:15]3[CH:20]=[CH:19][C:18]([Cl:21])=[CH:17][C:16]=3[F:22])([C:13]#[N:14])[C@H:11]([CH2:23][C:24]([CH3:27])([CH3:26])[CH3:25])[NH:10][C@H:9]2[C:28]([NH:30][C:31]2[CH:39]=[CH:38][C:34]([C:35]([OH:37])=[O:36])=[CH:33][C:32]=2[O:40][CH3:41])=[O:29])[CH:5]=[CH:6][CH:7]=1.C(=O)([O-])[O-].[Cs+].[Cs+].[P:49]([O:61][CH2:62]Cl)([O:56][C:57]([CH3:60])([CH3:59])[CH3:58])([O:51][C:52]([CH3:55])([CH3:54])[CH3:53])=[O:50]>CN(C)C=O>[C:52]([O:51][P:49]([O:56][C:57]([CH3:60])([CH3:59])[CH3:58])([O:61][CH2:62][O:36][C:35](=[O:37])[C:34]1[CH:38]=[CH:39][C:31]([NH:30][C:28]([C@H:9]2[C@H:8]([C:4]3[CH:5]=[CH:6][CH:7]=[C:2]([Cl:1])[C:3]=3[F:42])[C@:12]([C:15]3[CH:20]=[CH:19][C:18]([Cl:21])=[CH:17][C:16]=3[F:22])([C:13]#[N:14])[C@H:11]([CH2:23][C:24]([CH3:26])([CH3:27])[CH3:25])[NH:10]2)=[O:29])=[C:32]([O:40][CH3:41])[CH:33]=1)=[O:50])([CH3:55])([CH3:54])[CH3:53] |f:1.2.3|. Reported procedure: To a solution of chiral 4-((2R,3S,4R,5S)-3-(3-chloro-2-fluorophenyl)-4-(4-chloro-2-fluorophenyl)-4-cyano-5-neopentylpyrrolidine-2-carboxamido)-3-methoxybenzoic acid (prepared as described in US20100152190A1, 200.0 mg, 0.324 mmol) in dimethylformamide (8 mL) was added cesium carbonate (529 mg, 1.62 mmol). The mixture was stirred for ˜20 min before di-tert-butyl chloromethyl phosphate (TCI, 236 mg, 0.9912 mmol) in dimethylformamide (1 mL) was added. The reaction mixture was allowed to stirr at roo... Starting materials: Oc1ccc(Br)cc1CNc1ccccc1, O=C(c1ncc[nH]1)c1ncc[nH]1, CN(C)c1ccncc1, ClCCl. The product is O=C1Oc2ccc(Br)cc2CN1c1ccccc1. As a reaction SMILES: [Br:13][c:14]1[cH:15][c:16]([CH2:21][NH:22][c:23]2[cH:24][cH:25][cH:26][cH:27][cH:28]2)[c:17]([OH:20])[cH:18][cH:19]1.[C:1](=[O:2])([c:3]1[nH:4][cH:5][cH:6][n:7]1)[c:8]1[nH:9][cH:10][cH:11][n:12]1.[CH3:29][N:30]([c:31]1[cH:32][cH:33][n:34][cH:35][cH:36]1)[CH3:37].[Cl:38][CH2:39][Cl:40]>>[C:1]1(=[O:2])[O:20][c:17]2[c:16]([cH:15][c:14]([Br:13])[cH:19][cH:18]2)[CH2:21][N:22]1[c:23]1[cH:24][cH:25][cH:26][cH:27][cH:28]1. Starting materials: CC(=C)C1=CC=CC=C1 (alpha-methylstyrene), C[SiH](Cl)C (dimethylchlorosilane), CC1=C(CC[Si](Cl)(C)C)C=CC=C1 (2-methylphenethyldimethylchlorosilane), C[Si](Cl)(C)C (trimethylchlorosilane), C(C)(C)O (isopropyl alcohol). The reagents and catalysts are [H+].[H+].Cl[Pt-2](Cl)(Cl)(Cl)(Cl)Cl (chloroplatinic acid). The solvent is O (water). Run at temperature 70 celsius. Product: CC1=C(CC[Si](O[Si](C)(C)C)(C)C)C=CC=C1 (2-methylphenethylpentamethyldisiloxane). As a reaction SMILES: CC(C1C=CC=CC=1)=C.C[SiH](C)Cl.[CH3:14][C:15]1[CH:26]=[CH:25][CH:24]=[CH:23][C:16]=1[CH2:17][CH2:18][Si:19]([CH3:22])([CH3:21])Cl.[CH3:27][Si:28]([CH3:31])([CH3:30])Cl.C([OH:35])(C)C>[H+].[H+].Cl[Pt-2](Cl)(Cl)(Cl)(Cl)Cl.O>[CH3:14][C:15]1[CH:26]=[CH:25][CH:24]=[CH:23][C:16]=1[CH2:17][CH2:18][Si:19]([CH3:22])([CH3:21])[O:35][Si:28]([CH3:31])([CH3:30])[CH3:27] |f:5.6.7|. Procedure: The following were charged to a 1 L roundbottom flask equipped with stirrer, thermometer, and addition funnel and heated to 70° C: 375 g (3.15 mol) alpha-methylstyrene and 0.6 mL 1% isopropanolic chloroplatinic acid solution. 285 g (3.0 mol) dimethylchlorosilane was then dripped in from the addition funnel over 1 hour. The reaction was subsequently maintained at 80° C. for 1 hour and cooled. 212 g (1.0 mol) of the 2-methylphenethyldimethylchlorosilane product and 196 g (1.8 mol) trimethylchloros... Starting materials: CN1CCN(c2ncc(-c3cccc(Br)n3)s2)CC1=O, O=C([O-])[O-], CC(=O)[O-], CC(=O)[O-], Cc1ccccc1, [Cs+], [Cs+], Cc1ccnc(N)c1, O, [Pd+2], c1ccc(P(c2ccccc2)c2ccc3ccccc3c2-c2c(P(c3ccccc3)c3ccccc3)ccc3ccccc23)cc1. Product: Cc1ccnc(Nc2cccc(-c3cnc(N4CCN(C)C(=O)C4)s3)n2)c1. RXN SMILES: [Br:1][c:2]1[cH:3][cH:4][cH:5][c:6](-[c:8]2[cH:9][n:10][c:11]([N:13]3[CH2:14][C:15](=[O:20])[N:16]([CH3:19])[CH2:17][CH2:18]3)[s:12]2)[n:7]1.[C:75](=[O:76])([O-:77])[O-:78].[C:88]([O-:89])(=[O:90])[CH3:91].[C:93]([O-:94])(=[O:95])[CH3:96].[CH3:81][c:82]1[cH:83][cH:84][cH:85][cH:86][cH:87]1.[Cs+:79].[Cs+:80].[NH2:21][c:22]1[n:23][cH:24][cH:25][c:26]([CH3:28])[cH:27]1.[OH2:97].[Pd+2:92].[c:29]1([P:30]([c:31]2[cH:32][cH:33][cH:34][cH:35][cH:36]2)[c:37]2[cH:38][cH:39][c:40]3[c:41]([cH:42][cH:43][cH:44][cH:45]3)[c:46]2-[c:47]2[c:48]3[c:49]([cH:50][cH:51][cH:52][cH:53]3)[cH:54][cH:55][c:56]2[P:57]([c:58]2[cH:59][cH:60][cH:61][cH:62][cH:63]2)[c:64]2[cH:65][cH:66][cH:67][cH:68][cH:69]2)[cH:70][cH:71][cH:72][cH:73][cH:74]1>>[c:2]1([NH:21][c:22]2[n:23][cH:24][cH:25][c:26]([CH3:28])[cH:27]2)[cH:3][cH:4][cH:5][c:6](-[c:8]2[cH:9][n:10][c:11]([N:13]3[CH2:14][C:15](=[O:20])[N:16]([CH3:19])[CH2:17][CH2:18]3)[s:12]2)[n:7]1. Reactants: Cl.N[C@@H]1CN(CC1)C1=C(C=C(C=C1)N1C(O[C@H](C1)CN1N=NC=C1)=O)F ((5R)-3-(4-((3S)-3-aminopyrrolidin-1-yl)-3-fluorophenyl)-5-(1,2,3-triazol-1-ylmethyl)oxazolidin-2-one hydrochloride), C(C)(=O)OC(C)=O (acetic anhydride). The product is C(C)(=O)N[C@@H]1CN(CC1)C1=C(C=C(C=C1)N1C(O[C@H](C1)CN1N=NC=C1)=O)F ((5R)-3-(4-((3S)-3-Acetamidopyrrolidin-1-yl)-3-fluorophenyl)-5-(1,2,3-triazol-1-ylmethyl)oxazolidin-2-one). RXN SMILES: Cl.[NH2:2][C@H:3]1[CH2:7][CH2:6][N:5]([C:8]2[CH:13]=[CH:12][C:11]([N:14]3[CH2:18][C@H:17]([CH2:19][N:20]4[CH:24]=[CH:23][N:22]=[N:21]4)[O:16][C:15]3=[O:25])=[CH:10][C:9]=2[F:26])[CH2:4]1.[C:27](OC(=O)C)(=[O:29])[CH3:28]>>[C:27]([NH:2][C@H:3]1[CH2:7][CH2:6][N:5]([C:8]2[CH:13]=[CH:12][C:11]([N:14]3[CH2:18][C@H:17]([CH2:19][N:20]4[CH:24]=[CH:23][N:22]=[N:21]4)[O:16][C:15]3=[O:25])=[CH:10][C:9]=2[F:26])[CH2:4]1)(=[O:29])[CH3:28] |f:0.1|. Reported procedure: Using essentially the technique of Example 19, but starting from (5R)-3-(4-((3S)-3-aminopyrrolidin-1-yl)-3-fluorophenyl)-5-(1,2,3-triazol-1-ylmethyl)oxazolidin-2-one hydrochloride (250 mg, 0.65 mM), and replacing the methyl chloroformate with acetic anhydride gave the desired product (150 mg). Starting materials: N1C=C(C=2C1=NC=CC2)C=C2C(C(=C(O2)NC(C)C)C(=O)OCC)=O (Ethyl 5-[(1H-pyrrolo[2,3-b]pyridin-3-yl)methylene]-2-(isopropylamino)-4-oxo-4,5-dihydrofuran-3-carboxylate). The solvent is CN(C(C)=O)C (N,N-dimethylacetamide), O (water). Product: N1C=C(C=2C1=NC=CC2)C=C2OC(=CC2=O)NC(C)C (2-[(1H-Pyrrolo[2,3-b]pyridin-3-yl)methylene]-5-(isopropylamino)furan-3(2H)-one). The yield is 13.0%. Reaction SMILES: [NH:1]1[C:5]2=[N:6][CH:7]=[CH:8][CH:9]=[C:4]2[C:3]([CH:10]=[C:11]2[O:15][C:14]([NH:16][CH:17]([CH3:19])[CH3:18])=[C:13](C(OCC)=O)[C:12]2=[O:25])=[CH:2]1>CN(C)C(=O)C.O>[NH:1]1[C:5]2=[N:6][CH:7]=[CH:8][CH:9]=[C:4]2[C:3]([CH:10]=[C:11]2[C:12](=[O:25])[CH:13]=[C:14]([NH:16][CH:17]([CH3:19])[CH3:18])[O:15]2)=[CH:2]1. Procedure: A solution of the compound (0.15 g, 0.43 mmol) of Example 56 in N,N-dimethylacetamide (1.5 mL) was refluxed for 12 h. Cooled to ambient temperature, the reaction mixture was diluted with water and the precipitate was collected by filtration. The solid was washed with diethyl ether then dried to afford the titled compound as solid (0.015 g, y. 12%).